Dataset: the Open Reaction Database (ORD), a public repository of structured organic reaction records. Task: describe an organic reaction: reactants, conditions, products, and yield Starting materials: ClC1=NC(=NC(=C1CC)C)C=1SC(=CC1)Cl (4-chloro-2-(5-chloro-2-thienyl)-5-ethyl-6-methyl-pyrimidine), NC=1C=CC(=C(C(=O)O)C1)Br (5-amino-2-bromo-benzoic acid), Cl (HCl). The reagents and catalysts are O1CCOCC1 (dioxane). Solvent: CC(=O)O (AcOH). Conditions: temperature 110 celsius, time 2 hour. The product is BrC1=C(C(=O)O)C=C(C=C1)NC1=NC(=NC(=C1CC)C)C=1SC(=CC1)Cl (2-bromo-5-[[2-(5-chloro-2-thienyl)-5-ethyl-6-methyl-pyrimidin-4-yl]amino]benzoic acid). Isolated yield 77.3%. RXN SMILES: Cl[C:2]1[C:7]([CH2:8][CH3:9])=[C:6]([CH3:10])[N:5]=[C:4]([C:11]2[S:12][C:13]([Cl:16])=[CH:14][CH:15]=2)[N:3]=1.[NH2:17][C:18]1[CH:19]=[CH:20][C:21]([Br:27])=[C:22]([CH:26]=1)[C:23]([OH:25])=[O:24].Cl>O1CCOCC1.CC(O)=O>[Br:27][C:21]1[CH:20]=[CH:19][C:18]([NH:17][C:2]2[C:7]([CH2:8][CH3:9])=[C:6]([CH3:10])[N:5]=[C:4]([C:11]3[S:12][C:13]([Cl:16])=[CH:14][CH:15]=3)[N:3]=2)=[CH:26][C:22]=1[C:23]([OH:25])=[O:24]. Procedure: A 18-mL vial was charged with 4-chloro-2-(5-chloro-2-thienyl)-5-ethyl-6-methyl-pyrimidine (87 mg, 0.318 mmol, 1.05 eq.), 5-amino-2-bromo-benzoic acid (65 mg, 0.3 mmol, 1 eq.). AcOH (1 ml) and 4 N HCl in dioxane (5 drops). The resulting mixture was stirred under Ar at 110° C. for 2 hr. After cooling to rt, The volatile material was removed under reduced pressure and the residue was treated with dichloromethane to give the title compound (105 mg, 77% yield). Reactants: NC=1C=C(C=CC1OC)S(=O)(=O)N1C=C(C2=CC(=CC=C12)OC)C (1-(3′-Amino-4′-methoxy benzenesulfonyl)-5-methoxy-3-methyl-1H-indole), Cl.CN(CCCl)C (2-dimethylamino ethyl chloride hydrochloride), two, CN(C)C=O (DMF). Run in C1(=CC(=CC=C1)C)C (m-Xylene). Yields the product COC1=C(C=C(C=C1)S(=O)(=O)N1C=C(C2=CC(=CC=C12)OC)C)NCCN(C)C (N′-[2-Methoxy-5-(5-methoxy-3-methyl indole-1-sulfonyl) phenyl]-N,N-dimethyl ethane-1,2-diamine). Reaction SMILES: [NH2:1][C:2]1[CH:3]=[C:4]([S:10]([N:13]2[C:21]3[C:16](=[CH:17][C:18]([O:22][CH3:23])=[CH:19][CH:20]=3)[C:15]([CH3:24])=[CH:14]2)(=[O:12])=[O:11])[CH:5]=[CH:6][C:7]=1[O:8][CH3:9].CN(C=O)C.Cl.[CH3:31][N:32]([CH3:36])[CH2:33][CH2:34]Cl>C1(C)C=CC=C(C)C=1>[CH3:9][O:8][C:7]1[CH:6]=[CH:5][C:4]([S:10]([N:13]2[C:21]3[C:16](=[CH:17][C:18]([O:22][CH3:23])=[CH:19][CH:20]=3)[C:15]([CH3:24])=[CH:14]2)(=[O:11])=[O:12])=[CH:3][C:2]=1[NH:1][CH2:34][CH2:33][N:32]([CH3:36])[CH3:31] |f:2.3|. Procedure details: 1-(3′-Amino-4′-methoxy benzenesulfonyl)-5-methoxy-3-methyl-1H-indole (600 mg, 1.7 mmol) (obtained from preparation 2) was taken into a 25 mL two necked round bottom flask containing DMF (3 mL) and m-Xylene (3 mL). Added 2-dimethylamino ethyl chloride hydrochloride (490 mg, 3.4 mmol) and heated at 135° C.-138° C. for a period of 10 hours and the progress of the reaction was monitored by thin layer chromatography. After completion of the reaction, the reaction mass was cooled to room temperature, ...